Task: describe an organic reaction: reactants, conditions, products, and yield. Dataset: the Open Reaction Database (ORD), a public repository of structured organic reaction records The reactants are CN1CCCC1=O, CCN(C(C)C)C(C)C, CC(Sc1nc(Cl)c2sc(N)nc2n1)c1ccccc1, CC(C)(F)CC(N)CO. Yields the product CC(Sc1nc(NC(CO)CC(C)(C)F)c2sc(N)nc2n1)c1ccccc1. RXN SMILES: [CH3:39][N:40]1[CH2:41][CH2:42][CH2:43][C:44]1=[O:45].[CH:1]([N:2]([CH2:3][CH3:4])[CH:5]([CH3:6])[CH3:7])([CH3:8])[CH3:9].[Cl:10][c:11]1[c:12]2[c:13]([n:14][c:15]([S:17][CH:18]([CH3:19])[c:20]3[cH:21][cH:22][cH:23][cH:24][cH:25]3)[n:16]1)[n:26][c:27]([NH2:29])[s:28]2.[NH2:30][CH:31]([CH2:32][OH:33])[CH2:34][C:35]([CH3:36])([CH3:37])[F:38]>>[c:11]1([NH:30][CH:31]([CH2:32][OH:33])[CH2:34][C:35]([CH3:36])([CH3:37])[F:38])[c:12]2[c:13]([n:14][c:15]([S:17][CH:18]([CH3:19])[c:20]3[cH:21][cH:22][cH:23][cH:24][cH:25]3)[n:16]1)[n:26][c:27]([NH2:29])[s:28]2.